Dataset: the Open Reaction Database (ORD), a public repository of structured organic reaction records. Task: describe an organic reaction: reactants, conditions, products, and yield RXN SMILES: [C:1]([CH3:2])([CH3:3])([CH3:4])[O:5][C:6](=[O:7])[N:8]1[CH:9]([CH2:12][O:13][c:14]2[cH:15][c:16]([CH2:20][CH2:21][c:22]3[cH:23][c:24]([CH2:28][OH:29])[cH:25][cH:26][cH:27]3)[cH:17][n:18][cH:19]2)[CH2:10][CH2:11]1.[CH3:40][S:41]([Cl:42])(=[O:43])=[O:44].[CH3:45][S:46]([OH:47])(=[O:48])=[O:49].[CH3:55][CH2:56][O:57][C:58]([CH3:59])=[O:60].[Cl-:30].[Li+:31].[O:50]=[CH:51][N:52]([CH3:53])[CH3:54].[n:32]1[c:33]([CH3:34])[cH:35][cH:36][cH:37][c:38]1[CH3:39]>>[C:1]([CH3:2])([CH3:3])([CH3:4])[O:5][C:6](=[O:7])[N:8]1[CH:9]([CH2:12][O:13][c:14]2[cH:15][c:16]([CH2:20][CH2:21][c:22]3[cH:23][c:24]([CH2:28][Cl:42])[cH:25][cH:26][cH:27]3)[cH:17][n:18][cH:19]2)[CH2:10][CH2:11]1. Starting materials: CC(C)(C)OC(=O)N1CCC1COc1cncc(CCc2cccc(CO)c2)c1, CS(=O)(=O)Cl, CS(=O)(=O)O, CCOC(C)=O, [Cl-], [Li+], CN(C)C=O, Cc1cccc(C)n1. Product: CC(C)(C)OC(=O)N1CCC1COc1cncc(CCc2cccc(CCl)c2)c1. The reactants are O.FC(C(=O)O)(F)F (water trifluoroacetic acid), ClC1=C(C(=CC=C1C)Cl)NC1=C(C(=O)O)C=CC=C1 (2-[(2,6-Dichloro-3-methylphenyl)amino]benzoic acid), C(=O)(C=1NC=CN1)C=1NC=CN1 (carbonyl diimidazole), C(C)OC(CC(=O)O)=O (Malonic acid monoethyl ester), magnesium salt. Solvent: C1CCOC1 (THF). Yields the product ClC1=C(C(=CC=C1C)Cl)NC1=C(C=CC=C1)C(C)=O (1-[2-[(2,6-dichloro-3-methylphenyl)amino]phenyl]ethanone). The yield is 77.5%. Reaction SMILES: [Cl:1][C:2]1[C:7]([CH3:8])=[CH:6][CH:5]=[C:4]([Cl:9])[C:3]=1[NH:10][C:11]1[CH:19]=[CH:18][CH:17]=[CH:16][C:12]=1[C:13]([OH:15])=O.[C:20](C1NC=CN=1)(C1NC=CN=1)=O.C(OC(=O)CC(O)=O)C.O.FC(F)(F)C(O)=O>C1COCC1>[Cl:1][C:2]1[C:7]([CH3:8])=[CH:6][CH:5]=[C:4]([Cl:9])[C:3]=1[NH:10][C:11]1[CH:19]=[CH:18][CH:17]=[CH:16][C:12]=1[C:13](=[O:15])[CH3:20] |f:3.4|. Reported procedure: 2-[(2,6-Dichloro-3-methylphenyl)amino]benzoic acid (8.4 g, 28.5 mmol) and carbonyl diimidazole (6.9 g, 42.7 mmol) are stirred in 300 ml THF under argon for two hours. Malonic acid monoethyl ester, magnesium salt (24.0 g, 85.4 mmol) is added and the reaction mixture is warmed to reflux for 15 hours. The solvent is evaporated, and the residue partitioned between ethyl acetate and 1N HCl. The pH of the aqueous layer is adjusted to pH=1 with concentrated HCl. The aqueous layer is extracted with ethy...